describe an organic reaction: reactants, conditions, products, and yield From a dataset of the Open Reaction Database (ORD), a public repository of structured organic reaction records. Starting materials: Cl.Cl.C(C)(C)N1CCC(CC1)OC=1C=C2C=C(NC2=CC1)C(=O)N1CCNCC1 ([5-(1-isopropyl-piperidin-4-yloxy)-1H-indol-2-yl]-piperazin-1-yl-methanone dihydrochloride), CN(C(=O)Cl)C (N,N-dimethylcarbamoyl chloride). The product is CN(C(=O)N1CCN(CC1)C(=O)C=1NC2=CC=C(C=C2C1)OC1CCN(CC1)C(C)C)C (4-[5-(1-Isopropyl-piperidin-4-yloxy)-1H-indole-2-carbonyl]-piperazine-1-carboxylic acid dimethylamide). Reaction SMILES: Cl.Cl.[CH:3]([N:6]1[CH2:11][CH2:10][CH:9]([O:12][C:13]2[CH:14]=[C:15]3[C:19](=[CH:20][CH:21]=2)[NH:18][C:17]([C:22]([N:24]2[CH2:29][CH2:28][NH:27][CH2:26][CH2:25]2)=[O:23])=[CH:16]3)[CH2:8][CH2:7]1)([CH3:5])[CH3:4].[CH3:30][N:31]([CH3:35])[C:32](Cl)=[O:33]>>[CH3:30][N:31]([CH3:35])[C:32]([N:27]1[CH2:28][CH2:29][N:24]([C:22]([C:17]2[NH:18][C:19]3[C:15]([CH:16]=2)=[CH:14][C:13]([O:12][CH:9]2[CH2:8][CH2:7][N:6]([CH:3]([CH3:5])[CH3:4])[CH2:11][CH2:10]2)=[CH:21][CH:20]=3)=[O:23])[CH2:25][CH2:26]1)=[O:33] |f:0.1.2|. Reported procedure: The title compound was prepared in analogy to example 51, from [5-(1-isopropyl-piperidin-4-yloxy)-1H-indol-2-yl]-piperazin-1-yl-methanone dihydrochloride and N,N-dimethylcarbamoyl chloride. Off-white solid. MS (m/z): 442.3 (M+H)+. Reactants: COC=1C=C(C=CC1OC)CC(=O)O (3,4-dimethoxyphenylacetic acid), C(=O)(N1C=NC=C1)N1C=NC=C1 (carbonyldiimidazole), C1(=CC=CC=C1)CCN (2-phenylethylamine). Solvent: C1CCOC1 (THF), C1CCOC1 (THF). Product: COC=1C=C(C=CC1OC)CC(=O)NCCC1=CC=CC=C1 (N-(3,4-Dimethoxyphenylacetyl)-2-phenylethylamine). The yield is 80.2%. RXN SMILES: [CH3:1][O:2][C:3]1[CH:4]=[C:5]([CH2:11][C:12]([OH:14])=O)[CH:6]=[CH:7][C:8]=1[O:9][CH3:10].C(N1C=CN=C1)(N1C=CN=C1)=O.[C:27]1([CH2:33][CH2:34][NH2:35])[CH:32]=[CH:31][CH:30]=[CH:29][CH:28]=1>C1COCC1>[CH3:1][O:2][C:3]1[CH:4]=[C:5]([CH2:11][C:12]([NH:35][CH2:34][CH2:33][C:27]2[CH:32]=[CH:31][CH:30]=[CH:29][CH:28]=2)=[O:14])[CH:6]=[CH:7][C:8]=1[O:9][CH3:10]. Reported procedure: A solution of 3,4-dimethoxyphenylacetic acid (17.1 g, 0.090 mol) and carbonyldiimidazole (14.6 g, 0.090 mol) in THF (200 ml) was stirred for 2.5 h in a flask fitted with a drying tube. To this solution was added 2-phenylethylamine (10.9 g, 0.090 mol) in THF (50 ml). After 1 h the THF was evaporated and the residue was treated with water (200 ml) and filtered. The crude amide was washed with water and recrystallized from mixture of 200 ml of methanol and 100 ml of water with a charcoal treatment ... Starting materials: ClC(Cl)(Cl)Cl, COC(=CC1C(C(=O)O)C1(C)C)C(F)(F)F, O=S(Cl)Cl. Yields the product COC(=CC1C(C(=O)O)C1(C)C)C(F)(F)F, [Cl-]. As a reaction SMILES: [C:21]([Cl:22])([Cl:23])([Cl:24])[Cl:25].[CH3:1][C:2]1([CH3:16])[CH:3]([C:13](=[O:14])[OH:15])[CH:4]1[CH:5]=[C:6]([C:7]([F:8])([F:9])[F:10])[O:11][CH3:12].[S:17]([Cl:18])([Cl:19])=[O:20]>>[CH3:1][C:2]1([CH3:16])[CH:3]([C:13](=[O:14])[OH:15])[CH:4]1[CH:5]=[C:6]([C:7]([F:8])([F:9])[F:10])[O:11][CH3:12].[Cl-:19]. The reactants are [H][H] (Hydrogen), CO.ClCCl (methanol dichloromethane), FC1=C(C=CC(=C1)F)CNC(=O)C=1C(C(=C2N(CC3N(C4C(CO3)CCCC4)C2=O)C1)OCC1=CC=CC=C1)=O (racemic-(4aR,6aR,14aS)—N-[(2,4-Difluorophenyl)methyl]-11,13-dioxo-12-[(phenylmethyl)oxy]-1,3,4,4a,5,6a,7,11,13,14a-decahydro-2H-pyrido[1′,2′:4,5]pyrazino[1,2-a][3,1]benzoxazine-10-carboxamide), [H][H] (hydrogen). Reagents/catalysts: [Pd] (Pd/C). The solvent is O1CCCC1 (tetrahydrofuran). The product is FC1=C(C=CC(=C1)F)CNC(=O)C=1C(C(=C2N(CC3N(C4C(CO3)CCCC4)C2=O)C1)O)=O (racemic-(4aR,6aR,14aS)—N-[(2,4-Difluorophenyl)methyl]-12-hydroxy-11,13-dioxo-1,3,4,4a,5,6a,7,11,13,14a-decahydro-2H-pyrido[1′,2′:4,5]pyrazino[1,2-a][3,1]benzoxazine-10-carboxamide). Isolated yield 67.3%. RXN SMILES: [F:1][C:2]1[CH:7]=[C:6]([F:8])[CH:5]=[CH:4][C:3]=1[CH2:9][NH:10][C:11]([C:13]1[C:14](=[O:40])[C:15]([O:32]CC2C=CC=CC=2)=[C:16]2[C:29](=[O:30])[N:20]3[CH:21]4[CH2:28][CH2:27][CH2:26][CH2:25][CH:22]4[CH2:23][O:24][CH:19]3[CH2:18][N:17]2[CH:31]=1)=[O:12].[H][H].CO.ClCCl>O1CCCC1.[Pd]>[F:1][C:2]1[CH:7]=[C:6]([F:8])[CH:5]=[CH:4][C:3]=1[CH2:9][NH:10][C:11]([C:13]1[C:14](=[O:40])[C:15]([OH:32])=[C:16]2[C:29](=[O:30])[N:20]3[CH:21]4[CH2:28][CH2:27][CH2:26][CH2:25][CH:22]4[CH2:23][O:24][CH:19]3[CH2:18][N:17]2[CH:31]=1)=[O:12] |f:2.3|. Procedure: racemic-(4aR,6aR,14aS)—N-[(2,4-Difluorophenyl)methyl]-11,13-dioxo-12-[(phenylmethyl)oxy]-1,3,4,4a,5,6a,7,11,13,14a-decahydro-2H-pyrido[1′,2′:4,5]pyrazino[1,2-a][3,1]benzoxazine-10-carboxamide (13 mg, 0.0236 mmol) was dissolved in tetrahydrofuran and 10 w.t. % Pd/C (13 mg) was added. Hydrogen was passed through the solution several times and the mixture was stirred at 1 atm hydrogen for 18 hours until the reaction was determined complete by TLC (5% methanol/dichloromethane). The mixture was filte... Starting materials: N1(CCOCC1)C(=O)NC(C(=O)O)CS(=O)(=O)CC1=CC=CC=C1 (2-[(morpholine-4-carbonyl)-amino]-3-phenylmethane-sulfonyl-propionic acid), OC(=O)C(F)(F)F.NC(C(O)C=1OC(=NN1)C1=CC=CC=C1)CCCC (2-amino-1-(5-phenyl-[1,3,4]oxadiazol-2-yl)-1-hexanol TFA salt), C=1C=CC2=C(C1)N=NN2O (HOBt), C(CCl)Cl (EDC), CN1CCOCC1 (N-methylmorpholine). The solvent is C(Cl)Cl (MeCl2). Conditions: time 14 hour. The product is OC(C(CCCC)NC(=O)C(CS(=O)(=O)CC1=CC=CC=C1)NC(=O)N1CCOCC1)C=1OC(=NN1)C1=CC=CC=C1 (morpholine-4-carboxylic acid (1-{1-[hydroxy-(5-phenyl-[1,3,4]oxadiazol-2-yl)-methyl]-pentylcarbamoyl}-2-phenylmethane-sulfonyl-ethyl)-amide). Yield: 69.5%. As a reaction SMILES: [N:1]1([C:7]([NH:9][CH:10]([CH2:14][S:15]([CH2:18][C:19]2[CH:24]=[CH:23][CH:22]=[CH:21][CH:20]=2)(=[O:17])=[O:16])[C:11](O)=[O:12])=[O:8])[CH2:6][CH2:5][O:4][CH2:3][CH2:2]1.OC(C(F)(F)F)=O.[NH2:32][CH:33]([CH2:47][CH2:48][CH2:49][CH3:50])[CH:34]([C:36]1[O:37][C:38]([C:41]2[CH:46]=[CH:45][CH:44]=[CH:43][CH:42]=2)=[N:39][N:40]=1)[OH:35].C1C=CC2N(O)N=NC=2C=1.C(Cl)CCl.CN1CCOCC1>C(Cl)Cl>[OH:35][CH:34]([C:36]1[O:37][C:38]([C:41]2[CH:46]=[CH:45][CH:44]=[CH:43][CH:42]=2)=[N:39][N:40]=1)[CH:33]([NH:32][C:11]([CH:10]([NH:9][C:7]([N:1]1[CH2:6][CH2:5][O:4][CH2:3][CH2:2]1)=[O:8])[CH2:14][S:15]([CH2:18][C:19]1[CH:24]=[CH:23][CH:22]=[CH:21][CH:20]=1)(=[O:17])=[O:16])=[O:12])[CH2:47][CH2:48][CH2:49][CH3:50] |f:1.2|. Reported procedure: To a stirred mixture of 2-[(morpholine-4-carbonyl)-amino]-3-phenylmethane-sulfonyl-propionic acid (135 mg, 0.37 mmol), 2-amino-1-(5-phenyl-[1,3,4]oxadiazol-2-yl)-1-hexanol TFA salt (135 mg, 0.36 mmol), prepared as in Reference 1, and HOBt (66 mg, 0.43 mmol) in MeCl2 (5 ml), was added EDC (103.6 mg, 0.54 mmol) and N-methylmorpholine (0.4 ml) at room temperature. After stirring for 14 hours, the reaction mixture was extracted with ethyl acetate. The organic layer was washed with saturated NaHCO3, ... Starting materials: O=C(OCc1ccccc1)N1CCC(O)(Cc2ccccc2)CC1, ClCCl, Cl, O=S(Cl)Cl, c1ccncc1. The product is O=C(OCc1ccccc1)N1CC=C(Cc2ccccc2)CC1. As a reaction SMILES: [CH2:1]([c:2]1[cH:3][cH:4][cH:5][cH:6][cH:7]1)[O:8][C:9](=[O:10])[N:11]1[CH2:12][CH2:13][C:14]([OH:17])([CH2:18][c:19]2[cH:20][cH:21][cH:22][cH:23][cH:24]2)[CH2:15][CH2:16]1.[Cl:36][CH2:37][Cl:38].[ClH:35].[S:31]([Cl:32])([Cl:33])=[O:34].[cH:25]1[cH:26][cH:27][n:28][cH:29][cH:30]1>>[CH2:1]([c:2]1[cH:3][cH:4][cH:5][cH:6][cH:7]1)[O:8][C:9](=[O:10])[N:11]1[CH2:12][CH:13]=[C:14]([CH2:18][c:19]2[cH:20][cH:21][cH:22][cH:23][cH:24]2)[CH2:15][CH2:16]1.